From a dataset of the Open Reaction Database (ORD), a public repository of structured organic reaction records. describe an organic reaction: reactants, conditions, products, and yield Reactants: ClCCl, CC(C)(C)OC(=O)c1cccc(NC(=O)NC2CN(C3CCCCC3)c3ccccc3N(CC(=O)C3CCCCC3)C2=O)c1, O=C(O)C(F)(F)F. Product: O=C(Nc1cccc(C(=O)O)c1)NC1CN(C2CCCCC2)c2ccccc2N(CC(=O)C2CCCCC2)C1=O. RXN SMILES: [CH2:52]([Cl:53])[Cl:54].[CH:8]1([C:14](=[O:15])[CH2:16][N:17]2[C:18](=[O:51])[CH:19]([NH:34][C:35](=[O:36])[NH:37][c:38]3[cH:39][c:40]([C:44](=[O:45])[O:46][C:47]([CH3:48])([CH3:49])[CH3:50])[cH:41][cH:42][cH:43]3)[CH2:20][N:21]([CH:28]3[CH2:29][CH2:30][CH2:31][CH2:32][CH2:33]3)[c:22]3[c:23]2[cH:24][cH:25][cH:26][cH:27]3)[CH2:9][CH2:10][CH2:11][CH2:12][CH2:13]1.[OH:1][C:2]([C:3]([F:4])([F:5])[F:6])=[O:7]>>[CH:8]1([C:14](=[O:15])[CH2:16][N:17]2[C:18](=[O:51])[CH:19]([NH:34][C:35](=[O:36])[NH:37][c:38]3[cH:39][c:40]([C:44](=[O:45])[OH:46])[cH:41][cH:42][cH:43]3)[CH2:20][N:21]([CH:28]3[CH2:29][CH2:30][CH2:31][CH2:32][CH2:33]3)[c:22]3[c:23]2[cH:24][cH:25][cH:26][cH:27]3)[CH2:9][CH2:10][CH2:11][CH2:12][CH2:13]1. Starting materials: C([C@H](O)[C@@H](O)C(=O)O)(=O)O (L-tartaric acid), CO (MeOH). The solvent is CC(=O)C (acetone). The product is C(C(O)C(O)C(=O)O)(=O)O (tartaric acid), title compound. RXN SMILES: [C:1]([OH:10])(=[O:9])[C@@H:2]([C@H:4]([C:6]([OH:8])=[O:7])[OH:5])[OH:3].CO>CC(C)=O>[C:1]([OH:10])(=[O:9])[CH:2]([CH:4]([C:6]([OH:8])=[O:7])[OH:5])[OH:3]. Reported procedure: The free base (0.32 g; 0.2914 mmol) was dissolved in acetone (10 mL) and treated with 0.1M L-tartaric acid in MeOH (2.9 mL; 0.29 mmol). This mixture was concentrated and treated with dry ether to give a tartaric acid salt of the title compound as a white solid; mp 178°-180° C.; IR (KBr) 3440, 3064, 3030, 2934, 2802, 1662, 1610, 1582, 1518, 1486, 1452, 1372 cm-1 ; MS (FAB) MH+ m/z 1099, (M+Na)+ m/z 1121, (M+K)+ m/z 1137; 1H-NMR (CDCl3) δ 1.119 (s, 3H), 1.217 (s, 3H), 1.518 (m, 7H), 1.667 (s, 3H),... Starting materials: C12C(C3CC(CC(C1)C3)C2)OCC2=CC(=C(C(=O)NS(=O)(=O)C)C=C2Cl)F (4-((adamantan-2-yloxy)methyl)-5-chloro-2-fluoro- N-(methylsulfonyl)benzamide), ClC=1C(=CC(=C(C(=O)NS(=O)(=O)C2CC2)C1)F)OCC1CCC2(CC2)CC1 (5-chloro-N-(cyclopropylsulfonyl)-2-fluoro-4-(spiro[2.5]octan-6-ylmethoxy)benzamide). The product is C1(CC1)C=1C(=CC(=C(C(=O)NS(=O)(=O)C2CC2)C1)F)OCC1CCC2(CC2)CC1 (5-cyclopropyl-N-(cyclopropylsulfonyl)-2-fluoro-4-(spiro[2.5]octan-6-ylmethoxy)benzamide), solid. Isolated yield 18.0%. Reaction SMILES: [CH:1]12[CH2:10]C3CC(CC(C3)[CH:2]1OCC1C(Cl)=CC(C(NS(C)(=O)=O)=O)=C(F)C=1)C2.Cl[C:29]1[C:30]([O:45][CH2:46][CH:47]2[CH2:54][CH2:53][C:50]3([CH2:52][CH2:51]3)[CH2:49][CH2:48]2)=[CH:31][C:32]([F:44])=[C:33]([CH:43]=1)[C:34]([NH:36][S:37]([CH:40]1[CH2:42][CH2:41]1)(=[O:39])=[O:38])=[O:35]>>[CH:10]1([C:29]2[C:30]([O:45][CH2:46][CH:47]3[CH2:54][CH2:53][C:50]4([CH2:52][CH2:51]4)[CH2:49][CH2:48]3)=[CH:31][C:32]([F:44])=[C:33]([CH:43]=2)[C:34]([NH:36][S:37]([CH:40]2[CH2:41][CH2:42]2)(=[O:39])=[O:38])=[O:35])[CH2:1][CH2:2]1. Procedure: Following the procedure as described in Example 49 and making variations as required to replace 4-((adamantan-2-yloxy)methyl)-5-chloro-2-fluoro- N-(methylsulfonyl)benzamide with 5-chloro-N-(cyclopropylsulfonyl)-2-fluoro-4-(spiro[2.5]octan-6-ylmethoxy)benzamide, the title compound was obtained as a colorless solid (0.024 g, 18%): 1H NMR (300 MHz, CDCl3) δ8.76-8.62 (m, 1H), 7.63-7.54 (m, 1H), 6.63-6.53 (m, 1H), 3.96-3.78 (m, 2H), 3.20-3.02 (m, 1H), 2.12-1.72 (m, 6H), 1.50-1.41 (m, 2H), 1.40-1.22 (... Reactants: C1(=CC=CC=C1)N1C(NC(C1=O)CCSC)=O (3-phenyl-5-methylthioethyl hydantoin), S(=O)(=O)(OC)[O-] (methyl sulphate), C([O-])([O-])=O.[K+].[K+] (potassium carbonate). Solvent: CC(=O)C (acetone), CC(=O)C (acetone). Product: CN1C(=O)N(C(=O)C1CCSC)C1=CC=CC=C1 (1-methyl-3-phenyl-5-(methylthioethyl)-hydantoin). RXN SMILES: [C:1]1([N:7]2[C:11](=[O:12])[CH:10]([CH2:13][CH2:14][S:15][CH3:16])[NH:9][C:8]2=[O:17])[CH:6]=[CH:5][CH:4]=[CH:3][CH:2]=1.S([O-])(O[CH3:22])(=O)=O.C(=O)([O-])[O-].[K+].[K+]>CC(C)=O>[CH3:22][N:9]1[CH:10]([CH2:13][CH2:14][S:15][CH3:16])[C:11](=[O:12])[N:7]([C:1]2[CH:2]=[CH:3][CH:4]=[CH:5][CH:6]=2)[C:8]1=[O:17] |f:2.3.4|. Procedure details: A solution in acetone of 250 g (1 mole) of 3-phenyl-5-methylthioethyl hydantoin (compound no. 27) and 126 g (1 mole) of methyl sulphate is heated under reflux for 8 hours, accompanied by the addition with stirring of 138 g (1 mole) of potassium carbonate. The concentration of the acetone solution is between 0.5 and 1 mole per liter. On completion of the reaction, the potassium salts are separated by filtration and the acetone eliminated by evaporation. The residue crystallises on cooling. It can... Procedure details: 3-Chloro-4-(2-hydroxyethyl)-2-methylthio-5-nitropyridine (0.430 g, 1.73 mmol) was dissolved in a mixture of glacial acetic acid (30 ml) and water (15 ml), and was treated with iron powder (3.78 g, 0.068 mol) with stirring. After 0.5 h, the mixture was filtered through kieselguhr and the resultant yellow solution was evaporated under reduced pressure. The residue was partitioned between sodium bicarbonate solution and ethyl acetate. The biphasic suspension was filtered through kieselguhr, and the... Run in C(C)(=O)O (acetic acid), O (water). The reagents and catalysts are [Fe] (iron). Product: NC=1C(=C(C(=NC1)SC)Cl)CCO (5-Amino-3-chloro-4-(2-hydroxyethyl)-2-methylthiopyridine). Reaction conditions: time 0.5 hour. Reaction SMILES: [Cl:1][C:2]1[C:3]([S:14][CH3:15])=[N:4][CH:5]=[C:6]([N+:11]([O-])=O)[C:7]=1[CH2:8][CH2:9][OH:10]>C(O)(=O)C.O.[Fe]>[NH2:11][C:6]1[C:7]([CH2:8][CH2:9][OH:10])=[C:2]([Cl:1])[C:3]([S:14][CH3:15])=[N:4][CH:5]=1. The reactants are ClC=1C(=NC=C(C1CCO)[N+](=O)[O-])SC (3-Chloro-4-(2-hydroxyethyl)-2-methylthio-5-nitropyridine). The reactants are [H][H] (hydrogen), [H][H] (hydrogen), CC=1NC(N(C1)CC(=O)N)=O ((4-methyl-2-oxo-1,3-dihydroimidazol-1-yl)acetamide). The reagents and catalysts are [Rh] (Rh/C). Solvent: CO (methanol). Reaction conditions: time 30 minute. Yields the product CC1NC(N(C1)CC(=O)N)=O ((4-Methyl-2-oxoimidazolidin-1-yl)acetamide). RXN SMILES: [CH3:1][C:2]1[NH:3][C:4](=[O:11])[N:5]([CH2:7][C:8]([NH2:10])=[O:9])[CH:6]=1.[H][H]>CO.[Rh]>[CH3:1][CH:2]1[CH2:6][N:5]([CH2:7][C:8]([NH2:10])=[O:9])[C:4](=[O:11])[NH:3]1. Procedure: 1.6 g of Rh/C are added to a solution of 7.8 g of (4-methyl-2-oxo-1,3-dihydroimidazol-1-yl)acetamide in 80 ml of methanol and the reaction mixture is treated with hydrogen at 3 bar. After 30 minutes, 1.13 litres of hydrogen have been taken up and the reaction has ceased. The reaction mixture is then filtered over Celite and concentrated by evaporation. The residue is dissolved in methylene chloride, magnesium sulfate is added thereto, followed by filtration over Celite and concentration by evapo... The reactants are C(C)(C)(C)OC(=O)C1=C(C=CC=C1)C1=CC=C(C=C1)CN1C(=NC(=C1C#N)C(CCC)=O)CCC (1-[(2'-t-butoxycarbonylbiphenyl-4-yl)methyl]-4-butyryl-2-propylimidazole-5-carbonitrile), [BH4-].[Na+] (sodium borohydride). Run in C(C)O (ethanol). Product: C(C)(C)(C)OC(=O)C1=C(C=CC=C1)C1=CC=C(C=C1)CN1C(=NC(=C1C#N)C(CCC)O)CCC (1-[(2'-t-Butoxycarbonylbiphenyl-4-yl)methyl]-4-(1-hydroxybutyl)-2-propylimidazole-5-carbonitrile). Isolated yield 94.3%. As a reaction SMILES: [C:1]([O:5][C:6]([C:8]1[CH:13]=[CH:12][CH:11]=[CH:10][C:9]=1[C:14]1[CH:19]=[CH:18][C:17]([CH2:20][N:21]2[C:25]([C:26]#[N:27])=[C:24]([C:28](=[O:32])[CH2:29][CH2:30][CH3:31])[N:23]=[C:22]2[CH2:33][CH2:34][CH3:35])=[CH:16][CH:15]=1)=[O:7])([CH3:4])([CH3:3])[CH3:2].[BH4-].[Na+]>C(O)C>[C:1]([O:5][C:6]([C:8]1[CH:13]=[CH:12][CH:11]=[CH:10][C:9]=1[C:14]1[CH:19]=[CH:18][C:17]([CH2:20][N:21]2[C:25]([C:26]#[N:27])=[C:24]([CH:28]([OH:32])[CH2:29][CH2:30][CH3:31])[N:23]=[C:22]2[CH2:33][CH2:34][CH3:35])=[CH:16][CH:15]=1)=[O:7])([CH3:4])([CH3:3])[CH3:2] |f:1.2|. Procedure: Following a procedure similar to that described in Example 45(b), but using 1.13 g of 1-[(2'-t-butoxycarbonylbiphenyl-4-yl)methyl]-4-butyryl-2-propylimidazole-5-carbonitrile [prepared as described in step (a) above] and 0.091 g of sodium borohydride in 23 ml of ethanol, 1.07 g of the title compound were obtained as a viscous oil. The reactants are C(C)OC1CCC(CC1)C1=CC(=C(C=C1)C1CCC(CC1)C1CCC2(OCCO2)CC1)F (8-(4-(4-(4-ethoxycyclohexyl)-2-fluorophenyl)cyclohexyl)-1,4-dioxaspiro[4,5]decane), C(=O)O (formic acid), O (Water). Run in C1(=CC=CC=C1)C (toluene), C1(=CC=CC=C1)C (toluene). The product is C(C)OC1CCC(CC1)C1=CC(=C(C=C1)C1CCC(CC1)C1CCC(CC1)=O)F (4′-(4-(4-ethoxycyclohexyl)-2-fluorophenyl)bi(cyclohexane)-4-one). Isolated yield 26.5%. Reaction SMILES: [CH2:1]([O:3][CH:4]1[CH2:9][CH2:8][CH:7]([C:10]2[CH:15]=[CH:14][C:13]([CH:16]3[CH2:21][CH2:20][CH:19]([CH:22]4[CH2:31][CH2:30][C:25]5(OCC[O:26]5)[CH2:24][CH2:23]4)[CH2:18][CH2:17]3)=[C:12]([F:32])[CH:11]=2)[CH2:6][CH2:5]1)[CH3:2].C(O)=O.O>C1(C)C=CC=CC=1>[CH2:1]([O:3][CH:4]1[CH2:5][CH2:6][CH:7]([C:10]2[CH:15]=[CH:14][C:13]([CH:16]3[CH2:21][CH2:20][CH:19]([CH:22]4[CH2:31][CH2:30][C:25](=[O:26])[CH2:24][CH2:23]4)[CH2:18][CH2:17]3)=[C:12]([F:32])[CH:11]=2)[CH2:8][CH2:9]1)[CH3:2]. Procedure details: The compound (25) (31.4 g), formic acid (90 g) and toluene (90 ml) were put in a reaction vessel under a nitrogen atmosphere, heated under reflux for 3 hours, and cooled slowly to room temperature. Water (200 ml) and toluene (200 ml) were added and mixed thereto. The mixture was allowed to stand until it had separated into two phases, the organic and aqueous phases, and an extractive operation to an organic phase was carried out. The organic phase was fractionated, and washed sequentially with a... Reactants: C(C)OC(C1(CCN(CC1)C(=O)OC(C)(C)C)CC)=O (1-tert-butoxycarbonyl-4-ethylisonipecotic acid ethyl ester), [OH-].[Li+] (lithium hydroxide). Isolated yield 45.3%. The solvent is C(C)O (ethanol). Reaction SMILES: C([O:3][C:4](=[O:20])[C:5]1([CH2:18][CH3:19])[CH2:10][CH2:9][N:8]([C:11]([O:13][C:14]([CH3:17])([CH3:16])[CH3:15])=[O:12])[CH2:7][CH2:6]1)C.[OH-].[Li+]>C(O)C>[C:14]([O:13][C:11]([N:8]1[CH2:9][CH2:10][C:5]([CH2:18][CH3:19])([C:4]([OH:20])=[O:3])[CH2:6][CH2:7]1)=[O:12])([CH3:17])([CH3:16])[CH3:15] |f:1.2|. Reported procedure: To a solution of 1-tert-butoxycarbonyl-4-ethylisonipecotic acid ethyl ester (570 mg) in ethanol (10 ml) was added a 1M lithium hydroxide solution (8 ml), and the mixture was refluxed under heating for 20 hours. Then, the reaction mixture was concentrated, and water was added to the residue. The aqueous layer was washed with ether, acidified with 1N hydrochloric acid, and extracted with ether. The organic layer was dried over anhydrous magnesium sulfate, and concentrated under reduced pressure to... Yields the product C(C)(C)(C)OC(=O)N1CCC(C(=O)O)(CC1)CC (1-tert-Butoxycarbonyl-4-ethylisonipecotic acid).